This data is from the Open Reaction Database (ORD), a public repository of structured organic reaction records. The task is: describe an organic reaction: reactants, conditions, products, and yield The reactants are ClC1=NC(=CC=C1)Cl (2,6-dichloropyridine), C(=O)(C(F)(F)F)O (TFA). Run in hexanes, OO (H2O2), [OH-].[Na+] (NaOH). Reaction conditions: temperature 95 celsius, time 7 hour. The product is ClC1=[N+](C(=CC=C1)Cl)[O-] (2,6-di-chloro pyridine-1-oxide). Isolated yield 80.0%. Reaction SMILES: [Cl:1][C:2]1[CH:7]=[CH:6][CH:5]=[C:4]([Cl:8])[N:3]=1.C(O)(C(F)(F)F)=[O:10]>OO.[OH-].[Na+]>[Cl:1][C:2]1[CH:7]=[CH:6][CH:5]=[C:4]([Cl:8])[N+:3]=1[O-:10] |f:3.4|. Procedure details: A mixture of 2,6-dichloropyridine (2 g, 13.6 mmol) in TFA (6 mL) and 30% H2O2 (2.5 mL) was prepared at 0° C., after which the mixture was heated to reflux at 90-100° C. After 7 hour at this temperature, the mixture was cooled to room temperature and neutralized with IN NaOH solution to pH 8-9. The aqueous layer was extracted with petroleum ether (200 mL×3) and the organic layer was dried over sodium sulfate, filtered, and concentrated to dryness under vacuum. The residue was purified by column c... Run in C(C)#N (acetonitrile). The reactants are COC(C(C1=CC=C(C=C1)OCCCC(C1=CC2=CC=CC=C2C=C1)O[Si](C)(C)C(C)(C)C)=O)=O (rac-4-[4-[[(1,1 -dimethylethyl)dimethylsilyl]oxy]-4-(2-naphthalenyl) butoxy]-alpha-oxobenzeneacetic acid methyl ester), F (hydrofluoric acid), C([O-])(O)=O.[Na+] (sodium bicarbonate). Reported procedure: A solution of rac-4-[4-[[(1,1 -dimethylethyl)dimethylsilyl]oxy]-4-(2-naphthalenyl) butoxy]-alpha-oxobenzeneacetic acid methyl ester (1.0 g) in acetonitrile (22.5 mL) containing 48% aqueous hydrofluoric acid solution (2.5 mL) was stirred at room temperature for 1 hour. The reaction mixture was poured into saturated sodium bicarbonate solution and extracted with ethyl acetate (3×10 mL). The combined organic extracts were dried (MgSO4) and evaporated to provide 0.76 g of crude product that was puri... Reaction SMILES: [CH3:1][O:2][C:3](=[O:35])[C:4](=[O:34])[C:5]1[CH:10]=[CH:9][C:8]([O:11][CH2:12][CH2:13][CH2:14][CH:15]([O:26][Si](C(C)(C)C)(C)C)[C:16]2[CH:25]=[CH:24][C:23]3[C:18](=[CH:19][CH:20]=[CH:21][CH:22]=3)[CH:17]=2)=[CH:7][CH:6]=1.F.C(=O)(O)[O-].[Na+]>C(#N)C>[CH3:1][O:2][C:3](=[O:35])[C:4](=[O:34])[C:5]1[CH:6]=[CH:7][C:8]([O:11][CH2:12][CH2:13][CH2:14][CH:15]([OH:26])[C:16]2[CH:25]=[CH:24][C:23]3[C:18](=[CH:19][CH:20]=[CH:21][CH:22]=3)[CH:17]=2)=[CH:9][CH:10]=1 |f:2.3|. Yield: 72.1%. Run at time 1 hour. Product: COC(C(C1=CC=C(C=C1)OCCCC(C1=CC2=CC=CC=C2C=C1)O)=O)=O (rac-4-[4-hydroxy-4-(2-naphthalenyl)butoxy]-alpha-oxobenzeneacetic acid methyl ester). Reactants: O1CCOCC1 (Dioxane), ClC1=NC=C(C2=CC(=CC=C12)S(=O)(=O)N(C=1SC=CN1)CC1=C(C=C(C=C1)OC)OC)F (1-chloro-N-(2,4-dimethoxybenzyl)-4-fluoro-N-(thiazol-2-yl)isoquinoline-6-sulfonamide), OC1=C(C=CC=C1)B(O)O ((2-hydroxyphenyl)boronic acid), C([O-])([O-])=O.[K+].[K+] (potassium carbonate). Reagents/catalysts: C=1C=CC(=CC1)[P](C=2C=CC=CC2)(C=3C=CC=CC3)[Pd]([P](C=4C=CC=CC4)(C=5C=CC=CC5)C=6C=CC=CC6)([P](C=7C=CC=CC7)(C=8C=CC=CC8)C=9C=CC=CC9)[P](C=1C=CC=CC1)(C=1C=CC=CC1)C=1C=CC=CC1 (tetrakis(triphenylphosphine)palladium(0)). Solvent: O (Water). Product: COC1=C(CN(S(=O)(=O)C=2C=C3C(=CN=C(C3=CC2)C2=C(C=CC=C2)O)F)C=2SC=CN2)C=CC(=C1)OC (N-(2,4-dimethoxybenzyl)-4-fluoro-1-(2-hydroxyphenyl)-N-(thiazol-2-yl)isoquinoline-6-sulfonamide). RXN SMILES: Cl[C:2]1[C:11]2[C:6](=[CH:7][C:8]([S:12]([N:15]([CH2:21][C:22]3[CH:27]=[CH:26][C:25]([O:28][CH3:29])=[CH:24][C:23]=3[O:30][CH3:31])[C:16]3[S:17][CH:18]=[CH:19][N:20]=3)(=[O:14])=[O:13])=[CH:9][CH:10]=2)[C:5]([F:32])=[CH:4][N:3]=1.[OH:33][C:34]1[CH:39]=[CH:38][CH:37]=[CH:36][C:35]=1B(O)O.C(=O)([O-])[O-].[K+].[K+].O1CCOCC1>C1C=CC([P]([Pd]([P](C2C=CC=CC=2)(C2C=CC=CC=2)C2C=CC=CC=2)([P](C2C=CC=CC=2)(C2C=CC=CC=2)C2C=CC=CC=2)[P](C2C=CC=CC=2)(C2C=CC=CC=2)C2C=CC=CC=2)(C2C=CC=CC=2)C2C=CC=CC=2)=CC=1.O>[CH3:31][O:30][C:23]1[CH:24]=[C:25]([O:28][CH3:29])[CH:26]=[CH:27][C:22]=1[CH2:21][N:15]([C:16]1[S:17][CH:18]=[CH:19][N:20]=1)[S:12]([C:8]1[CH:7]=[C:6]2[C:11](=[CH:10][CH:9]=1)[C:2]([C:35]1[CH:36]=[CH:37][CH:38]=[CH:39][C:34]=1[OH:33])=[N:3][CH:4]=[C:5]2[F:32])(=[O:13])=[O:14] |f:2.3.4,^1:58,60,79,98|. Procedure details: A microwave vial was charged with 1-chloro-N-(2,4-dimethoxybenzyl)-4-fluoro-N-(thiazol-2-yl)isoquinoline-6-sulfonamide (Intermediate PPP; 0.075 g, 0.152 mmol), (2-hydroxyphenyl)boronic acid (0.031 g, 0.228 mmol), tetrakis(triphenylphosphine)palladium(0) (0.018 g, 0.015 mmol), and potassium carbonate (0.105 g, 0.759 mmol). Dioxane (0.759 mL) and Water (0.253 mL) were added; the vial was flushed with argon and sealed, and microwaved at 100° C. for 30 minutes. The reaction was diluted with ethyl ac... Reactants: C1CN2CCN1CC2, CC(c1ccc(O)cc1Cl)C(O)(c1ccc2c(c1)N(C)C(=O)CO2)C(F)(F)F, COC(=O)c1cnc(Cl)c(Cl)c1. The product is COC(=O)c1cnc(Oc2ccc(C(C)C(O)(c3ccc4c(c3)N(C)C(=O)CO4)C(F)(F)F)c(Cl)c2)c(Cl)c1. As a reaction SMILES: [CH2:41]1[N:42]2[CH2:43][CH2:44][N:45]([CH2:46][CH2:47]2)[CH2:48]1.[Cl:1][c:2]1[c:3]([CH:9]([C:10]([C:11]([F:12])([F:13])[F:14])([OH:15])[c:16]2[cH:17][cH:18][c:19]3[c:20]([cH:27]2)[N:21]([CH3:26])[C:22](=[O:25])[CH2:23][O:24]3)[CH3:28])[cH:4][cH:5][c:6]([OH:8])[cH:7]1.[Cl:29][c:30]1[c:31]([Cl:40])[n:32][cH:33][c:34]([C:35](=[O:36])[O:37][CH3:38])[cH:39]1>>[Cl:1][c:2]1[c:3]([CH:9]([C:10]([C:11]([F:12])([F:13])[F:14])([OH:15])[c:16]2[cH:17][cH:18][c:19]3[c:20]([cH:27]2)[N:21]([CH3:26])[C:22](=[O:25])[CH2:23][O:24]3)[CH3:28])[cH:4][cH:5][c:6]([O:8][c:31]2[c:30]([Cl:29])[cH:39][c:34]([C:35](=[O:36])[O:37][CH3:38])[cH:33][n:32]2)[cH:7]1. The reactants are C(CCC)OC1=CC=C(C=O)C=C1 (p-butoxybenzaldehyde), BrC1=C(C=C(C(=C1)CP(OCC)(=O)OCC)Br)CP(OCC)(=O)OCC (tetraethyl 2,5-dibromo-α,α′-p-xylenebisphosphonate), solution, CC(C)(C)[O-].[K+] (KOtBu). Run in C1CCOC1 (THF), C1CCOC1 (THF). Product: BrC1=C(C=C(C(=C1)\C=C\C1=CC=C(C=C1)OCCCC)Br)\C=C\C1=CC=C(C=C1)OCCCC (2,5-dibromo-E,E-1,4-bis[p-n-butoxystyryl]benzene). Reaction SMILES: [CH2:1]([O:5][C:6]1[CH:13]=[CH:12][C:9]([CH:10]=O)=[CH:8][CH:7]=1)[CH2:2][CH2:3][CH3:4].[Br:14][C:15]1[CH:20]=[C:19]([CH2:21]P(OCC)(=O)OCC)[C:18]([Br:30])=[CH:17][C:16]=1[CH2:31]P(OCC)(=O)OCC.[CH3:40][C:41]([O-:44])(C)[CH3:42].[K+]>C1COCC1>[Br:30][C:18]1[CH:17]=[C:16](/[CH:31]=[CH:10]/[C:9]2[CH:12]=[CH:13][C:6]([O:5][CH2:1][CH2:2][CH2:3][CH3:4])=[CH:7][CH:8]=2)[C:15]([Br:14])=[CH:20][C:19]=1/[CH:21]=[CH:12]/[C:9]1[CH:10]=[CH:42][C:41]([O:44][CH2:1][CH2:2][CH2:3][CH3:4])=[CH:40][CH:8]=1 |f:2.3|. Procedure: To a solution of p-butoxybenzaldehyde (71) (0.7 g, 3.95 mmol) and tetraethyl 2,5-dibromo-α,α′-p-xylenebisphosphonate (69) (1.02 g, 1.90 mmol) in dry THF (25 ml) at 0° C. was added 4 ml of 1 M solution of KOtBu in THF. After 2 hours the reaction was quenched by addition of 20 ml of methanol. A yellow solid was collected by filtration and washed three times with methanol to afford NMR-pure product in 0.92 g (82.9%) yield.1H NMR (CDCl3, 500 MHz) δppm: 7.83 (s, 2H), 7.48 (d, J=8.5 Hz, 4H), 7.22 (d, ... The reactants are COC(=O)C(CC1CCCCC1)N1CC(Oc2ccccc2)=CC1=O, [Li+], C1CCOC1, [OH-], O. Product: O=C(O)C(CC1CCCCC1)N1CC(Oc2ccccc2)=CC1=O. RXN SMILES: [CH3:1][O:2][C:3]([CH:4]([CH2:5][CH:6]1[CH2:7][CH2:8][CH2:9][CH2:10][CH2:11]1)[N:12]1[C:13](=[O:24])[CH:14]=[C:15]([O:17][c:18]2[cH:19][cH:20][cH:21][cH:22][cH:23]2)[CH2:16]1)=[O:25].[Li+:26].[O:29]1[CH2:30][CH2:31][CH2:32][CH2:33]1.[OH-:27].[OH2:28]>>[O:2]=[C:3]([CH:4]([CH2:5][CH:6]1[CH2:7][CH2:8][CH2:9][CH2:10][CH2:11]1)[N:12]1[C:13](=[O:24])[CH:14]=[C:15]([O:17][c:18]2[cH:19][cH:20][cH:21][cH:22][cH:23]2)[CH2:16]1)[OH:25]. The reactants are Br.C(C)(=O)NC1CC2=C(N=C(S2)N)CC1 (6-acetylamino-2-amino-4,5,6,7-tetrahydro-benzthiazole-hydrobromide). Run in Br (hydrobromic acid). Yields the product Br.Br.NC=1SC2=C(N1)CCC(C2)N (2,6-Diamino-4,5,6,7-tetrahydro-benzthiazole-dihydrobromide). Reaction SMILES: [BrH:1].C([NH:5][CH:6]1[CH2:15][CH2:14][C:9]2[N:10]=[C:11]([NH2:13])[S:12][C:8]=2[CH2:7]1)(=O)C>Br>[BrH:1].[BrH:1].[NH2:13][C:11]1[S:12][C:8]2[CH2:7][CH:6]([NH2:5])[CH2:15][CH2:14][C:9]=2[N:10]=1 |f:0.1,3.4.5|. Procedure: 3 g (0.01 Mol) of 6-acetylamino-2-amino-4,5,6,7-tetrahydro-benzthiazole-hydrobromide are dissolved in 20 ml of semi-concentrated hydrobromic acid and refluxed for 6 hours. The solution is then concentrated by evaporation and the residue recrystallised from methanol. The reactants are COC(=O)C(Cc1ccc(NC(=O)c2c(Cl)cccc2Cl)cc1)NC(=S)C1(CCCCS(C)(=O)=O)CCCC1, CCO, CCOCC, O. The product is CS(=O)(=O)CCCCC1(C(=S)NC(Cc2ccc(NC(=O)c3c(Cl)cccc3Cl)cc2)C(=O)O)CCCC1. Reaction SMILES: [CH3:1][O:2][C:3]([CH:4]([NH:5][C:6](=[S:7])[C:8]1([CH2:13][CH2:14][CH2:15][CH2:16][S:17](=[O:18])(=[O:19])[CH3:20])[CH2:9][CH2:10][CH2:11][CH2:12]1)[CH2:21][c:22]1[cH:23][cH:24][c:25]([NH:28][C:29](=[O:30])[c:31]2[c:32]([Cl:38])[cH:33][cH:34][cH:35][c:36]2[Cl:37])[cH:26][cH:27]1)=[O:39].[CH3:40][CH2:41][OH:42].[CH3:44][CH2:45][O:46][CH2:47][CH3:48].[OH2:43]>>[O:2]=[C:3]([CH:4]([NH:5][C:6](=[S:7])[C:8]1([CH2:13][CH2:14][CH2:15][CH2:16][S:17](=[O:18])(=[O:19])[CH3:20])[CH2:9][CH2:10][CH2:11][CH2:12]1)[CH2:21][c:22]1[cH:23][cH:24][c:25]([NH:28][C:29](=[O:30])[c:31]2[c:32]([Cl:38])[cH:33][cH:34][cH:35][c:36]2[Cl:37])[cH:26][cH:27]1)[OH:39]. Reactants: Teflon, O (water), NC1=C(C(=C([N+](=O)[O-])C(=C1[N+](=O)[O-])O)N)[N+](=O)[O-] (Diaminopicric acid), P(=O)(O)([O-])[O-].[NH4+].[NH4+] (diammonium hydrogen phosphate). Solvent: S1(=O)(=O)CCCC1 (sulfolane). Reaction conditions: temperature 177 celsius, time 2 hour. The product is C1(=C(C(=C(C(=C1[N+](=O)[O-])N)[N+](=O)[O-])N)[N+](=O)[O-])N (TATB), solid. Isolated yield 80.0%. Reaction SMILES: [NH2:1][C:2]1[C:10]([N+:11]([O-:13])=[O:12])=[C:9](O)[C:5]([N+:6]([O-:8])=[O:7])=[C:4]([NH2:15])[C:3]=1[N+:16]([O-:18])=[O:17].P([O-])([O-])(O)=O.[NH4+:24].[NH4+].O>S1(CCCC1)(=O)=O>[C:9]1([NH2:24])[C:10]([N+:11]([O-:13])=[O:12])=[C:2]([NH2:1])[C:3]([N+:16]([O-:18])=[O:17])=[C:4]([NH2:15])[C:5]=1[N+:6]([O-:8])=[O:7] |f:1.2.3|. Procedure: Diaminopicric acid (0.193 g, 0.748 mmol) and diammonium hydrogen phosphate (0.990 g, 7.50 mmol) are suspended in dry sulfolane (3 ml) and stirred in a Teflon® capped glass pressure tube (8 ml). The suspension is heated with stirring from ambient temperature to 177° C. over a 2 hr period. Stirring and heating (177° C.) is continued for an additional 6 hours. The reaction tube is cooled to 4° C. and the resulting suspension is mixed with water (40 ml). The precipitated product is collected, washed...